Dataset: the Open Reaction Database (ORD), a public repository of structured organic reaction records. Task: describe an organic reaction: reactants, conditions, products, and yield Starting materials: C(#C)C1=CC(CCC1)=O (3-Ethynyl-cyclohex-2-enone), ClCCCNCCC ((3-Chloro-propyl)-propyl-amine), C(=O)([O-])[O-].[Cs+].[Cs+] (Cs2CO3). Solvent: O (water), C(C)#N (acetonitril). Product: C(CC)N1C=C(CCC1)C1=CC(CCC1)=O (3-(1-Propyl-1,4,5,6-tetrahydro-pyridin-3-yl)-cyclohex-2-enone). Reaction SMILES: [C:1]([C:3]1[CH2:8][CH2:7][CH2:6][C:5](=[O:9])[CH:4]=1)#[CH:2].Cl[CH2:11][CH2:12][CH2:13][NH:14][CH2:15][CH2:16][CH3:17].C([O-])([O-])=O.[Cs+].[Cs+]>C(#N)C.O>[CH2:13]([N:14]1[CH2:15][CH2:16][CH2:17][C:1]([C:3]2[CH2:8][CH2:7][CH2:6][C:5](=[O:9])[CH:4]=2)=[CH:2]1)[CH2:12][CH3:11] |f:2.3.4|. Procedure details: 3-Ethynyl-cyclohex-2-enone (3.20 g, 26.8 mmol) (from a) above) and (3-Chloro-propyl)-propyl-amine (4.50 g, 33.2 mmol) were mixed in acetonitril (50 mL). Cs2CO3 (100 mg) and KI (200 mg) were added and the mixture was refluxed under N2 for 10 h. After cooling the mixture was diluted with water (50 mL) and extracted with dichloromethane (3×50 mL). The combined organic layers were washed with brine, dried (MgSO4) and evaporated. The resulting dark oil was purified by column chromatography (silica, e... Reactants: O=C(Cl)CC12CC3CC(CC(C3)C1)C2, Nc1ccc2cn[nH]c2c1. Yields the product O=C(CC12CC3CC(CC(C3)C1)C2)Nc1ccc2cn[nH]c2c1. RXN SMILES: [C:1]12([CH2:11][C:12](=[O:13])[Cl:14])[CH2:2][CH:3]3[CH2:4][CH:5]([CH2:6][CH:7]([CH2:8]1)[CH2:9]3)[CH2:10]2.[NH2:15][c:16]1[cH:17][cH:18][c:19]2[cH:20][n:21][nH:22][c:23]2[cH:24]1>>[C:1]12([CH2:11][C:12](=[O:13])[NH:15][c:16]3[cH:17][cH:18][c:19]4[cH:20][n:21][nH:22][c:23]4[cH:24]3)[CH2:2][CH:3]3[CH2:4][CH:5]([CH2:6][CH:7]([CH2:8]1)[CH2:9]3)[CH2:10]2. Starting materials: FC=1C=C(C=CC1C=1C=NC(=CC1)NC=1N=NN(C1)COC)N1C(OC(C1)CO)=O (3-(3-fluoro-4-(6-((1-(methoxymethyl)-1H-1,2,3-triazol-4-yl)amino)pyridine-3-yl)phenyl)-5-(hydroxylmethyl)oxazolidin-2-one), Cl (hydrochloric acid), Cl (hydrochloric acid). Run in O1CCCC1 (tetrahydrofuran). Product: N1N=NC(=C1)NC1=CC=C(C=N1)C1=C(C=C(C=C1)N1C(OC(C1)CO)=O)F (3-(4-(6-((1H-1,2,3-triazol-4-yl)amino)pyridin-3-yl)-3-fluorophenyl)-5-(hydroxylmethyl)oxazolidin-2-one). RXN SMILES: [F:1][C:2]1[CH:3]=[C:4]([N:23]2[CH2:27][CH:26]([CH2:28][OH:29])[O:25][C:24]2=[O:30])[CH:5]=[CH:6][C:7]=1[C:8]1[CH:9]=[N:10][C:11]([NH:14][C:15]2[N:16]=[N:17][N:18](COC)[CH:19]=2)=[CH:12][CH:13]=1.Cl>O1CCCC1>[NH:18]1[CH:19]=[C:15]([NH:14][C:11]2[N:10]=[CH:9][C:8]([C:7]3[CH:6]=[CH:5][C:4]([N:23]4[CH2:27][CH:26]([CH2:28][OH:29])[O:25][C:24]4=[O:30])=[CH:3][C:2]=3[F:1])=[CH:13][CH:12]=2)[N:16]=[N:17]1. Procedure details: The crude 3-(3-fluoro-4-(6-((1-(methoxymethyl)-1H-1,2,3-triazol-4-yl)amino)pyridine-3-yl)phenyl)-5-(hydroxylmethyl)oxazolidin-2-one obtained in the last step was dissolved in 20 mL tetrahydrofuran. Into the solution were added 20 mL of 6 N hydrochloric acid and 4 mL of concentrated hydrochloric acid, and reacted and refluxed for 18 h. After concentration and chromatography on a silica gel column (CH3OH:CH2Cl2=1:50), a light yellow solid was obtained. Recrystallization from methanol yielded 70 mg... Reactants: C1(=CC=CC=C1)P(C1=CC=CC=C1)(C1=CC=CC=C1)=NC=1C(=NC=CC1)/C=C/C(=O)OC(C)(C)C (tert-Butyl (2E)-3-{3-[(triphenylphosphoranylidene)amino]pyridin-2-yl}acrylate), FC(C=1C=C(C=CC1)N=C=O)(F)F (3-trifluoromethylphenyl isocyanate), crude product. The product is FC(C=1C=C(C=CC1)N=C=NC=1C(=NC=CC1)/C=C/C(=O)OC(C)(C)C)(F)F (tert-Butyl (2E)-3-{3-[({[3-(trifluoromethyl)phenyl]imino}methylene)amino]pyridin-2-yl}acrylate). RXN SMILES: C1(P(=[N:20][C:21]2[C:22](/[CH:27]=[CH:28]/[C:29]([O:31][C:32]([CH3:35])([CH3:34])[CH3:33])=[O:30])=[N:23][CH:24]=[CH:25][CH:26]=2)(C2C=CC=CC=2)C2C=CC=CC=2)C=CC=CC=1.[F:36][C:37]([F:48])([F:47])[C:38]1[CH:39]=[C:40]([N:44]=[C:45]=O)[CH:41]=[CH:42][CH:43]=1>>[F:36][C:37]([F:47])([F:48])[C:38]1[CH:39]=[C:40]([N:44]=[C:45]=[N:20][C:21]2[C:22](/[CH:27]=[CH:28]/[C:29]([O:31][C:32]([CH3:33])([CH3:34])[CH3:35])=[O:30])=[N:23][CH:24]=[CH:25][CH:26]=2)[CH:41]=[CH:42][CH:43]=1. Procedure details: 65 mg (0.14 mmol) of iminophosphorane from Example 11A are reacted by general procedure [B] with 27 mg (0.14 mmol) of 3-trifluoromethylphenyl isocyanate, and the crude product is reacted further without purification. Reactants: NCCN, COc1cc(N)c(C#N)cc1OC, O. Product: COc1cc(N)c(C2=NCCN2)cc1OC. Reaction SMILES: [NH2:14][CH2:15][CH2:16][NH2:17].[NH2:1][c:2]1[c:3]([C:4]#[N:5])[cH:6][c:7]([O:12][CH3:13])[c:8]([O:10][CH3:11])[cH:9]1.[OH2:18]>>[NH2:1][c:2]1[c:3]([C:4]2=[N:14][CH2:15][CH2:16][NH:5]2)[cH:6][c:7]([O:12][CH3:13])[c:8]([O:10][CH3:11])[cH:9]1. Starting materials: CCN=C=NCCCN(C)C, CC#N, CCOC(C)=O, Cl, O=C(O)c1ccc(F)c2ccccc12, CC(F)(F)c1cccc(CC(N)C(O)c2ccc(F)cc2)c1, O, On1nnc2ccccc21. Yields the product CC(F)(F)c1cccc(CC(NC(=O)c2ccc(F)c3ccccc23)C(O)c2ccc(F)cc2)c1. As a reaction SMILES: [CH2:49]([N:50]=[C:51]=[N:52][CH2:53][CH2:54][CH2:55][N:56]([CH3:57])[CH3:58])[CH3:59].[CH3:60][C:61]#[N:62].[CH3:63][CH2:64][O:65][C:66](=[O:67])[CH3:68].[ClH:48].[F:23][c:24]1[cH:25][cH:26][c:27]([C:34](=[O:35])[OH:36])[c:28]2[cH:29][cH:30][cH:31][cH:32][c:33]12.[NH2:1][CH:2]([CH:3]([OH:4])[c:5]1[cH:6][cH:7][c:8]([F:11])[cH:9][cH:10]1)[CH2:12][c:13]1[cH:14][c:15]([C:19]([CH3:20])([F:21])[F:22])[cH:16][cH:17][cH:18]1.[OH2:37].[OH:38][n:39]1[c:40]2[cH:41][cH:42][cH:43][cH:44][c:45]2[n:46][n:47]1>>[NH:1]([CH:2]([CH:3]([OH:4])[c:5]1[cH:6][cH:7][c:8]([F:11])[cH:9][cH:10]1)[CH2:12][c:13]1[cH:14][c:15]([C:19]([CH3:20])([F:21])[F:22])[cH:16][cH:17][cH:18]1)[C:34]([c:27]1[cH:26][cH:25][c:24]([F:23])[c:33]2[c:28]1[cH:29][cH:30][cH:31][cH:32]2)=[O:35].